Dataset: the Open Reaction Database (ORD), a public repository of structured organic reaction records. Task: describe an organic reaction: reactants, conditions, products, and yield Yields the product N1C(=CC2=CC=CC=C12)C(=O)OCC1=CC=CC=C1 (Benzyl Indole-2-carboxylate). The solvent is ClCCl (dichloromethane). Conditions: time 2.5 hour. Yield: 7.2%. Reactants: N1C(=CC2=CC=CC=C12)C(=O)O (indole-2-carboxylic acid), C(C1=CC=CC=C1)O (benzyl alcohol), C1(CCCCC1)N=C=NC1CCCCC1 (N,N'-dicyclohexylcarbodiimide). Procedure details: A solution of 19.9 g (124 mmol) of indole-2-carboxylic acid, 16 ml (155 mmol) of benzyl alcohol, and 3.0 g (25 mmol) of 4-dimethylaminopyridine in 800 ml of dichloromethane was treated with 25.6 g (124 mmol) of N,N'-dicyclohexylcarbodiimide and stirred at ambient temperature for 2.5 h. The resulting mixture was filtered, concentrated in vacuo, taken up in 1 l of ethyl acetate, and filtered. The solution was subsequently washed sequentially with 1N NCl, H2O, saturated NaHCO3, and saturated brine,... The reagents and catalysts are CN(C1=CC=NC=C1)C (4-dimethylaminopyridine). Reaction SMILES: [NH:1]1[C:9]2[C:4](=[CH:5][CH:6]=[CH:7][CH:8]=2)[CH:3]=[C:2]1[C:10]([OH:12])=[O:11].[CH2:13](O)[C:14]1[CH:19]=[CH:18][CH:17]=[CH:16][CH:15]=1.C1(N=C=NC2CCCCC2)CCCCC1>CN(C)C1C=CN=CC=1.ClCCl>[NH:1]1[C:9]2[C:4](=[CH:5][CH:6]=[CH:7][CH:8]=2)[CH:3]=[C:2]1[C:10]([O:12][CH2:13][C:14]1[CH:19]=[CH:18][CH:17]=[CH:16][CH:15]=1)=[O:11]. Reactants: CCC(C(=O)[O-])C1CCc2cc(OCCCOc3ccc4c(ccn4C)c3)ccc21, C1CCOC1, [Li+], [OH-], O, O. Product: Cn1ccc2cc(OCCCOc3ccc4c(c3)CCC4CC(=O)O)ccc21. As a reaction SMILES: [CH2:1]([CH3:2])[CH:3]([C:4](=[O:5])[O-:6])[CH:7]1[CH2:8][CH2:9][c:10]2[cH:11][c:12]([O:16][CH2:17][CH2:18][CH2:19][O:20][c:21]3[cH:22][c:23]4[cH:24][cH:25][n:26]([CH3:30])[c:27]4[cH:28][cH:29]3)[cH:13][cH:14][c:15]21.[CH2:34]1[O:35][CH2:36][CH2:37][CH2:38]1.[Li+:32].[OH-:31].[OH2:33].[OH2:39]>>[CH2:3]([C:4](=[O:5])[OH:6])[CH:7]1[CH2:8][CH2:9][c:10]2[cH:11][c:12]([O:16][CH2:17][CH2:18][CH2:19][O:20][c:21]3[cH:22][c:23]4[cH:24][cH:25][n:26]([CH3:30])[c:27]4[cH:28][cH:29]3)[cH:13][cH:14][c:15]21. Product: CC1(C)C(=O)C=C(O)c2ccccc21. Reactants: CCOC(C)=O, Cl, C1COCCO1, O, CCOC(=O)C1=C(O)c2ccccc2C(C)(C)C1=O. RXN SMILES: [CH3:27][CH2:28][O:29][C:30](=[O:31])[CH3:32].[ClH:20].[O:21]1[CH2:22][CH2:23][O:24][CH2:25][CH2:26]1.[OH2:33].[OH:1][C:2]1=[C:3]([C:15]([O:16][CH2:17][CH3:18])=[O:19])[C:4](=[O:14])[C:5]([CH3:12])([CH3:13])[c:6]2[cH:7][cH:8][cH:9][cH:10][c:11]21>>[OH:1][C:2]1=[CH:3][C:4](=[O:14])[C:5]([CH3:12])([CH3:13])[c:6]2[cH:7][cH:8][cH:9][cH:10][c:11]21. The reactants are Cl (hydrochloric acid), [H][H] (hydrogen), [H][H] (hydrogen), [H][H] (Hydrogen), [BH4-].[Na+] (Sodium borohydride), CCC(=O)C1=C(C=C(C=C1)O)O (2,4-dihydroxypropiophenone), [OH-].[Na+] (sodium hydroxide). Solvent: O (water). Reaction conditions: temperature 15 celsius, time 90 minute. The product is C(CC)C1=C(O)C=CC=C1O (propyl resorcinol). Isolated yield 65.4%. RXN SMILES: [OH-:1].[Na+].[BH4-].[Na+].[CH3:5][CH2:6][C:7]([C:9]1[CH:14]=[CH:13][C:12](O)=[CH:11][C:10]=1[OH:16])=O.[H][H].Cl>O>[CH2:7]([C:9]1[C:14]([OH:1])=[CH:13][CH:12]=[CH:11][C:10]=1[OH:16])[CH2:6][CH3:5] |f:0.1,2.3|. Procedure: A 12 L round bottom flask equipped with a mechanical stirrer, reflux condenser and nitrogen inlet was charged with of sodium hydroxide (440 g, 11 moles) and 4.5 L of distilled water. Sodium borohydride (440 g, 11.6 moles) was added and the batch was held at 50° C. until all the solids dissolved. To the mixture there was added 2,4-dihydroxypropiophenone (440 g, 2.6 moles) resulting in a 10-15° C. exotherm and some hydrogen evolution. The batch was held at 80° C. for 90 minutes then cooled to 10-2... The reactants are CC1=C(N=C(O1)C1=CC=C(C=C1)C)CO[C@H]1C[C@H](CCC1)C=O (cis-3-(5-methyl-2-p-tolyloxazol-4-ylmethoxy)cyclohexanecarbaldehyde), N[C@@H](C(C)C)C(=O)OC(C)(C)C (tert-butyl (S)-valinate), [NH4+].[Cl-] (NH4Cl), C(C)(=O)O[BH-](OC(C)=O)OC(C)=O.[Na+] (sodium triacetoxyborohydride). Solvent: CC(=O)O (HOAc), ClCCl (dichloromethane), ClCCl (dichloromethane), O (water). Conditions: temperature 0 celsius, time 2 hour. Product: CC([C@@H](C(=O)OC(C)(C)C)NC[C@@H]1C[C@@H](CCC1)OCC=1N=C(OC1C)C1=CC=C(C=C1)C)C (tert-butyl (S)-3-methyl-2-{[cis-3-(5-methyl-2-p-tolyloxazol-4-ylmethoxy)cyclohexylmethyl]-amino}butyrate). Isolated yield 99.0%. As a reaction SMILES: [CH3:1][C:2]1[O:6][C:5]([C:7]2[CH:12]=[CH:11][C:10]([CH3:13])=[CH:9][CH:8]=2)=[N:4][C:3]=1[CH2:14][O:15][C@@H:16]1[CH2:21][CH2:20][CH2:19][C@H:18]([CH:22]=O)[CH2:17]1.[NH2:24][C@H:25]([C:29]([O:31][C:32]([CH3:35])([CH3:34])[CH3:33])=[O:30])[CH:26]([CH3:28])[CH3:27].C(O[BH-](OC(=O)C)OC(=O)C)(=O)C.[Na+].[NH4+].[Cl-]>ClCCl.O.CC(O)=O>[CH3:27][CH:26]([CH3:28])[C@H:25]([NH:24][CH2:22][C@H:18]1[CH2:19][CH2:20][CH2:21][C@@H:16]([O:15][CH2:14][C:3]2[N:4]=[C:5]([C:7]3[CH:8]=[CH:9][C:10]([CH3:13])=[CH:11][CH:12]=3)[O:6][C:2]=2[CH3:1])[CH2:17]1)[C:29]([O:31][C:32]([CH3:35])([CH3:34])[CH3:33])=[O:30] |f:2.3,4.5|. Reported procedure: 511 mg of cis-3-(5-methyl-2-p-tolyloxazol-4-ylmethoxy)cyclohexanecarbaldehyde, 0.9 ml of HOAc and 310 mg of tert-butyl (S)-valinate are dissolved in 5 ml of abs. dichloromethane. 500 mg of molecular sieve 4 Å are then added, and the suspension is cooled to 0° C. 414 mg of sodium triacetoxyborohydride are added a little at a time. This suspension is stirred at 0° C. for 2 h, 3 ml of saturated NH4Cl solution are then added and the suspension is stirred for a further 10 min. In each case 10 ml of w... Starting materials: O=Cc1cccc(Br)c1, COC(=O)c1cc(N)ccc1Cl, Cc1ccccc1, Cc1ccc(S(=O)(=O)O)cc1. Yields the product COC(=O)c1cc(N=Cc2cccc(Br)c2)ccc1Cl. As a reaction SMILES: [Br:13][c:14]1[cH:15][c:16]([CH:17]=[O:18])[cH:19][cH:20][cH:21]1.[CH3:1][O:2][C:3]([c:4]1[c:5]([Cl:11])[cH:6][cH:7][c:8]([NH2:10])[cH:9]1)=[O:12].[CH3:33][c:34]1[cH:35][cH:36][cH:37][cH:38][cH:39]1.[c:22]1([CH3:23])[cH:24][cH:25][c:26]([S:27]([OH:28])(=[O:29])=[O:30])[cH:31][cH:32]1>>[CH3:1][O:2][C:3]([c:4]1[c:5]([Cl:11])[cH:6][cH:7][c:8]([N:10]=[CH:17][c:16]2[cH:15][c:14]([Br:13])[cH:21][cH:20][cH:19]2)[cH:9]1)=[O:12]. Starting materials: O.O.O.O.O.C(C)N1C=C(C(C2=CC(=C(C=C12)N1CCNCC1)F)=O)C(=O)O (1-ethyl-6-fluoro-1,4-dihydro-7-(1-piperazinyl)-4-oxoquinoline-3-carboxylic acid pentahydrate), C(C)N1C=C(C(C2=CC(=C(C=C12)N1CCNCC1)F)=O)C(=O)O (1-ethyl-6-fluoro-1,4-dihydro-7-(1-piperazinyl)-4-oxoquinoline-3-carboxylic acid), Cl (hydrochloric acid). Run in C(C)O (ethanol). Yields the product Cl.C(C)N1C=C(C(C2=CC(=C(C=C12)N1CCNCC1)F)=O)C(=O)O (1-ethyl-6-fluoro-1,4-dihydro-7-(1-piperazinyl)-4-oxoquinoline-3-carboxylic acid hydrochloride). As a reaction SMILES: O.O.O.O.O.[CH2:6]([N:8]1[C:17]2[C:12](=[CH:13][C:14]([F:24])=[C:15]([N:18]3[CH2:23][CH2:22][NH:21][CH2:20][CH2:19]3)[CH:16]=2)[C:11](=[O:25])[C:10]([C:26]([OH:28])=[O:27])=[CH:9]1)[CH3:7].C(N1C2C(=CC(F)=C(N3CCNCC3)C=2)C(=O)C(C(O)=O)=C1)C.[ClH:52]>C(O)C>[ClH:52].[CH2:6]([N:8]1[C:17]2[C:12](=[CH:13][C:14]([F:24])=[C:15]([N:18]3[CH2:23][CH2:22][NH:21][CH2:20][CH2:19]3)[CH:16]=2)[C:11](=[O:25])[C:10]([C:26]([OH:28])=[O:27])=[CH:9]1)[CH3:7] |f:0.1.2.3.4.5,9.10|. Procedure details: The compound (I) or (II) was dissolved in ethanol and acidified with concentrated hydrochloric acid. The resulting precipitate was collected, washed with ethanol, and dried to give 1-ethyl-6-fluoro-1,4-dihydro-7-(1-piperazinyl)-4-oxoquinoline-3-carboxylic acid hydrochloride (III) as colorless needles, m.p. above 300° C. Starting materials: O=C(c1ccccc1)N1CCNCC1, CCOP(=O)(OCC)On1nnc2ccccc2c1=O, O=C([O-])C(=O)c1c[nH]c2c(Cl)ncc(F)c12, [K+]. The product is O=C(C(=O)N1CCN(C(=O)c2ccccc2)CC1)c1c[nH]c2c(Cl)ncc(F)c12. RXN SMILES: [C:18]([c:19]1[cH:20][cH:21][cH:22][cH:23][cH:24]1)(=[O:25])[N:26]1[CH2:27][CH2:28][NH:29][CH2:30][CH2:31]1.[CH2:32]([O:33][P:34]([O:35][n:36]1[c:37](=[O:38])[c:39]2[cH:40][cH:41][cH:42][cH:43][c:44]2[n:45][n:46]1)([O:47][CH2:48][CH3:49])=[O:50])[CH3:51].[Cl:1][c:2]1[n:3][cH:4][c:5]([F:16])[c:6]2[c:7]([C:11]([C:12](=[O:13])[O-:14])=[O:15])[cH:8][nH:9][c:10]12.[K+:17]>>[Cl:1][c:2]1[n:3][cH:4][c:5]([F:16])[c:6]2[c:7]([C:11]([C:12](=[O:14])[N:29]3[CH2:28][CH2:27][N:26]([C:18]([c:19]4[cH:20][cH:21][cH:22][cH:23][cH:24]4)=[O:25])[CH2:31][CH2:30]3)=[O:15])[cH:8][nH:9][c:10]12. Reactants: N[C@H]1[C@@H](CCCC1)O (trans-2-amino-cyclohexanol), C(C1=CC=CC=C1)=O (benzaldehyde), O (water). Solvent: C(C)(C)OC(C)C (diisopropyl ether). Yields the product C(C1=CC=CC=C1)=N[C@H]1[C@@H](CCCC1)O (trans-2-(benzylidenamino)-cyclohexanol). Reaction SMILES: [NH2:1][C@@H:2]1[CH2:7][CH2:6][CH2:5][CH2:4][C@H:3]1[OH:8].[CH:9](=O)[C:10]1[CH:15]=[CH:14][CH:13]=[CH:12][CH:11]=1.O>C(OC(C)C)(C)C>[CH:9](=[N:1][C@@H:2]1[CH2:7][CH2:6][CH2:5][CH2:4][C@H:3]1[OH:8])[C:10]1[CH:15]=[CH:14][CH:13]=[CH:12][CH:11]=1. Procedure details: In a 250 ml round bottom flask equipped with a reflux condenser and a Dean-Stark trap, 6.91 g of racemic trans-2-aminocyclohexanol (60 mmol) obtained according to (b) were dissolved under argon in 70 ml of diisopropyl ether and 6.1 ml of benzaldehyde (60 mmol) were added to the solution which was refluxed under argon at 110° C. during 50 min until about 1 ml of water separated. The solvent was removed in a rotary evaporator (45° C./250-10 mbar) to obtain 12.11 g of white-beige crystals of racemi... The reactants are C(C)OC(C(CC1=CC=C(C2=CC=CC=C12)OCCC=1N=C(OC1C)C1=CC=CC=C1)N=C(C1=CC=CC=C1)C1=CC=CC=C1)=O (2-(benzhydrylidene-amino)-3-{4-[2-(5-methyl-2-phenyl-oxazol-4-yl)-ethoxy]-naphthalen-1-yl}-propionic acid ethyl ester), Cl (HCl), ice NaHCO3. Solvent: C1CCOC1 (THF). The product is C(C)OC(C(CC1=CC=C(C2=CC=CC=C12)OCCC=1N=C(OC1C)C1=CC=CC=C1)N)=O (2-Amino-3-{4-[2-(5-methyl-2-phenyl-oxazol-4-yl)-ethoxy]-naphthalen-1-yl}-propionic acid ethyl ester). Reaction SMILES: [CH2:1]([O:3][C:4](=[O:46])[CH:5]([N:32]=C(C1C=CC=CC=1)C1C=CC=CC=1)[CH2:6][C:7]1[C:16]2[C:11](=[CH:12][CH:13]=[CH:14][CH:15]=2)[C:10]([O:17][CH2:18][CH2:19][C:20]2[N:21]=[C:22]([C:26]3[CH:31]=[CH:30][CH:29]=[CH:28][CH:27]=3)[O:23][C:24]=2[CH3:25])=[CH:9][CH:8]=1)[CH3:2].Cl>C1COCC1>[CH2:1]([O:3][C:4](=[O:46])[CH:5]([NH2:32])[CH2:6][C:7]1[C:16]2[C:11](=[CH:12][CH:13]=[CH:14][CH:15]=2)[C:10]([O:17][CH2:18][CH2:19][C:20]2[N:21]=[C:22]([C:26]3[CH:31]=[CH:30][CH:29]=[CH:28][CH:27]=3)[O:23][C:24]=2[CH3:25])=[CH:9][CH:8]=1)[CH3:2]. Procedure details: The above prepared 2-(benzhydrylidene-amino)-3-{4-[2-(5-methyl-2-phenyl-oxazol-4-yl)-ethoxy]-naphthalen-1-yl}-propionic acid ethyl ester was dissolved in 20 ml of THF and treated at 0° with 5 ml of 2N HCl. The cleavage of the protecting group was monitored by TLC. After 5 h the reaction mixture was poured onto crushed ice/NaHCO3 and extracted twice with AcOEt, washed with water, dried over sodium sulfate, and the solvents were removed i.V. Flash chromatography (SiO2, AcOEt) produced 0.505 g of t...